This data is from the Open Reaction Database (ORD), a public repository of structured organic reaction records. The task is: describe an organic reaction: reactants, conditions, products, and yield Starting materials: CC(CCO[Si](C)(C)C(C)(C)C)C(c1cc(F)ccc1F)S(=O)(=O)c1ccc(Cl)cc1, CCOC(C)=O, CCCCCC, CCOC(C)=O, F, C1CCOC1, c1ccncc1. Yields the product CC(CCO)C(c1cc(F)ccc1F)S(=O)(=O)c1ccc(Cl)cc1. Reaction SMILES: [C:1]([Si:2]([CH3:3])([CH3:4])[O:6][CH2:7][CH2:8][CH:9]([CH:10]([S:11](=[O:12])(=[O:13])[c:14]1[cH:15][cH:16][c:17]([Cl:20])[cH:18][cH:19]1)[c:21]1[c:22]([F:28])[cH:23][cH:24][c:25]([F:27])[cH:26]1)[CH3:29])([CH3:5])([CH3:30])[CH3:31].[C:45]([O:46][CH2:47][CH3:48])(=[O:49])[CH3:50].[CH3:39][CH2:40][CH2:41][CH2:42][CH2:43][CH3:44].[CH3:56][CH2:57][O:58][C:59](=[O:60])[CH3:61].[FH:38].[O:51]1[CH2:52][CH2:53][CH2:54][CH2:55]1.[n:32]1[cH:33][cH:34][cH:35][cH:36][cH:37]1>>[OH:6][CH2:7][CH2:8][CH:9]([CH:10]([S:11](=[O:12])(=[O:13])[c:14]1[cH:15][cH:16][c:17]([Cl:20])[cH:18][cH:19]1)[c:21]1[c:22]([F:28])[cH:23][cH:24][c:25]([F:27])[cH:26]1)[CH3:29]. Reactants: C(C1=CC=CC=C1)OCC1(CC1)S(=O)(=O)[O-] (1-(benzyloxymethyl)cyclopropanesulfonate), C(#N)[S-].[K+] (KSCN). The solvent is COCCOC (DME), O (H2O), O (H2O), C(C)(=O)OCC (ethyl acetate). Conditions: temperature 23 celsius. The product is C(C1=CC=CC=C1)OCC1(CC1)S(=O)(=O)[O-].[K+] (potassium 1-(benzyloxymethyl)cyclopropanesulfonate). As a reaction SMILES: [CH2:1]([O:8][CH2:9][C:10]1([S:13]([O-:16])(=[O:15])=[O:14])[CH2:12][CH2:11]1)[C:2]1[CH:7]=[CH:6][CH:5]=[CH:4][CH:3]=1.C([S-])#N.[K+:20]>COCCOC.O.C(OCC)(=O)C>[CH2:1]([O:8][CH2:9][C:10]1([S:13]([O-:16])(=[O:15])=[O:14])[CH2:11][CH2:12]1)[C:2]1[CH:3]=[CH:4][CH:5]=[CH:6][CH:7]=1.[K+:20] |f:1.2,6.7|. Procedure: To a mixture of 1-(benzyloxymethyl)cyclopropanesulfonate (13 mmol, 3.88 g) in DME (40 mL) and H2O (40 mL), KSCN (13.65 mmol, 1.33 g) was added at 23° C. and the resulting reaction mixture was refluxed for 15 h. Reaction mixture was cooled to 23° C. and diluted with H2O and ethyl acetate. Organic layer was separated and the aqueous layer was concentrated under reduced pressure to provide the crude potassium 1-(benzyloxymethyl)cyclopropanesulfonate which was used directly in the next step without ... The reactants are BrC=1C=C2C(=CC(=NC2=CC1)OC(C)C)C(F)(F)F (6-bromo-2-isopropoxy-4-trifluoromethyl-quinoline), PdCl2 dppf CH2Cl2, C(C)(=O)OCC.O (ethyl acetate water). Yields the product C(C)(C)OC1=NC2=CC=C(C=C2C(=C1)C(F)(F)F)C(=O)O (2-Isopropoxy-4-trifluoromethyl-quinoline-6-carboxylic acid). Reaction SMILES: Br[C:2]1[CH:3]=[C:4]2[C:9](=[CH:10][CH:11]=1)[N:8]=[C:7]([O:12][CH:13]([CH3:15])[CH3:14])[CH:6]=[C:5]2[C:16]([F:19])([F:18])[F:17].[C:20]([O:23]CC)(=[O:22])C.O>>[CH:13]([O:12][C:7]1[CH:6]=[C:5]([C:16]([F:19])([F:18])[F:17])[C:4]2[C:9](=[CH:10][CH:11]=[C:2]([C:20]([OH:23])=[O:22])[CH:3]=2)[N:8]=1)([CH3:15])[CH3:14] |f:1.2|. Reported procedure: The title compound was synthesized by carbonylation of 6-bromo-2-isopropoxy-4-trifluoromethyl-quinoline (CAS [328955-63-1]) in ethyl acetate/water using 50 bar CO, PdCl2 dppf CH2Cl2, 80° C. for 20 h. Light grey solid. MS (m/e, ISP neg. ion)=298.3 [M−H+]. Starting materials: ClC1=NC=2CC(CC(C2C=C1)=O)C1=CC=CC=C1 (2-chloro-7-phenyl-7,8-dihydro-6H-quinolin-5-one), C1(=CC=CC=C1)O (phenol). Yields the product Cl.O(C1=CC=CC=C1)C1=NC=2CC(CC(C2C=C1)=O)C1=CC=CC=C1 (2-Phenoxy-7-phenyl-7,8-dihydro-6H-quinolin-5-one hydrochloride). RXN SMILES: [Cl:1][C:2]1[CH:11]=[CH:10][C:9]2[C:8](=[O:12])[CH2:7][CH:6]([C:13]3[CH:18]=[CH:17][CH:16]=[CH:15][CH:14]=3)[CH2:5][C:4]=2[N:3]=1.[C:19]1([OH:25])[CH:24]=[CH:23][CH:22]=[CH:21][CH:20]=1>>[ClH:1].[O:25]([C:2]1[CH:11]=[CH:10][C:9]2[C:8](=[O:12])[CH2:7][CH:6]([C:13]3[CH:18]=[CH:17][CH:16]=[CH:15][CH:14]=3)[CH2:5][C:4]=2[N:3]=1)[C:19]1[CH:24]=[CH:23][CH:22]=[CH:21][CH:20]=1 |f:2.3|. Procedure: In analogy to the procedure described in Example 9, 2-chloro-7-phenyl-7,8-dihydro-6H-quinolin-5-one was treated with phenol to give the title compound as a colorless solid. The reactants are BrC1=CC=C2C=CC3=CC=CC4=CC=C1C2=C34 (1-bromopyrene), C1(=CC=CC=C1)B(O)O (phenylboronic acid), C([O-])([O-])=O.[Cs+].[Cs+] (cesium carbonate). Reagents/catalysts: C=1C=CC(=CC1)/C=C/C(=O)/C=C/C2=CC=CC=C2.C=1C=CC(=CC1)/C=C/C(=O)/C=C/C2=CC=CC=C2.[Pd] (bis(dibenzylideneacetone)palladium(0)), F[B-](F)(F)F.C(C)(C)(C)P(C(C)(C)C)C(C)(C)C ((tri-tert-butylphosphine) tetrafluoroborate). Solvent: O1CCOCC1 (1,4-dioxane). Conditions: temperature 100 celsius, time 3 hour. Product: C1(=CC=CC=C1)C1=CC=C2C=CC3=CC=CC4=CC=C1C2=C34 (1-phenylpyrene). The yield is 83.8%. RXN SMILES: Br[C:2]1[C:15]2[C:16]3=[C:17]4[C:12](=[CH:13][CH:14]=2)[CH:11]=[CH:10][CH:9]=[C:8]4[CH:7]=[CH:6][C:5]3=[CH:4][CH:3]=1.[C:18]1(B(O)O)[CH:23]=[CH:22][CH:21]=[CH:20][CH:19]=1.C(=O)([O-])[O-].[Cs+].[Cs+]>C1C=CC(/C=C/C(/C=C/C2C=CC=CC=2)=O)=CC=1.C1C=CC(/C=C/C(/C=C/C2C=CC=CC=2)=O)=CC=1.[Pd].F[B-](F)(F)F.C(P(C(C)(C)C)C(C)(C)C)(C)(C)C.O1CCOCC1>[C:18]1([C:9]2[C:8]3[C:17]4=[C:16]5[C:5](=[CH:6][CH:7]=3)[CH:4]=[CH:3][CH:2]=[C:15]5[CH:14]=[CH:13][C:12]4=[CH:11][CH:10]=2)[CH:23]=[CH:22][CH:21]=[CH:20][CH:19]=1 |f:2.3.4,5.6.7,8.9|. Reported procedure: A mixed solution of 9.4 g of 1-bromopyrene, 4.5 g of phenylboronic acid, 13 g of cesium carbonate, 348 mg of (tri-tert-butylphosphine) tetrafluoroborate, 575 mg of bis(dibenzylideneacetone)palladium(0), and 33 ml of 1,4-dioxane was heated and stirred at 100° C. for 3 hours under a nitrogen stream. The solution was cooled to room temperature and then filtered through celite. The filtrate was evaporated, and the resulting concentrate was purified by silica gel column chromatography and dried under... The reactants are O1C=C(C=C1)C1=CC=CC=2N1N=C(N2)N (5-(3-furyl)[1,2,4]triazolo[1,5-a]pyridin-2-amine), O1N=CC=C1C(=O)Cl (isoxazole-5-carbonyl chloride). Yields the product O1C=C(C=C1)C1=CC=CC=2N1N=C(N2)NC(=O)C2=CC=NO2 (N-[5-(3-furyl)[1,2,4]triazolo[1,5-a]pyridin-2-yl]isoxazole-5-carboxamide). As a reaction SMILES: [O:1]1[CH:5]=[CH:4][C:3]([C:6]2[N:11]3[N:12]=[C:13]([NH2:15])[N:14]=[C:10]3[CH:9]=[CH:8][CH:7]=2)=[CH:2]1.[O:16]1[C:20]([C:21](Cl)=[O:22])=[CH:19][CH:18]=[N:17]1>>[O:1]1[CH:5]=[CH:4][C:3]([C:6]2[N:11]3[N:12]=[C:13]([NH:15][C:21]([C:20]4[O:16][N:17]=[CH:18][CH:19]=4)=[O:22])[N:14]=[C:10]3[CH:9]=[CH:8][CH:7]=2)=[CH:2]1. Reported procedure: The title compound was prepared following procedure described for example 19, but starting from 5-(3-furyl)[1,2,4]triazolo[1,5-a]pyridin-2-amine ((A2), 50 mg; 0.25 mmol; 1.0 eq.) and isoxazole-5-carbonyl chloride (49 mg; 0.37 mmol; 1.5 eq.) as a white powder (19.4 mg, 26%). HPLC, Rt: 2.62 min. (purity 95.3%). LC/MS, M+(ESI): 296.4, M−(ESI): 294.3. Starting materials: O=c1ccc(-c2ccc(CO)cc2)cn1Cc1ccc(Cl)cc1, CCI. Product: CCOCc1ccc(-c2ccc(=O)n(Cc3ccc(Cl)cc3)c2)cc1. As a reaction SMILES: [Cl:1][c:2]1[cH:3][cH:4][c:5]([CH2:6][n:7]2[c:8](=[O:21])[cH:9][cH:10][c:11](-[c:13]3[cH:14][cH:15][c:16]([CH2:19][OH:20])[cH:17][cH:18]3)[cH:12]2)[cH:22][cH:23]1.[I:24][CH2:25][CH3:26]>>[Cl:1][c:2]1[cH:3][cH:4][c:5]([CH2:6][n:7]2[c:8](=[O:21])[cH:9][cH:10][c:11](-[c:13]3[cH:14][cH:15][c:16]([CH2:19][O:20][CH2:25][CH3:26])[cH:17][cH:18]3)[cH:12]2)[cH:22][cH:23]1.